This data is from the Open Reaction Database (ORD), a public repository of structured organic reaction records. The task is: describe an organic reaction: reactants, conditions, products, and yield Reactants: C(#N)[BH3-].[Na+] (Sodium cyanoborohydride), C1(CC1)N (cyclopropylamine), COC1=C(C(=NC=C1C)CN1N=C2C=3C(CC(C3CSN=C2N(C(=O)OC(C)(C)C)C(=O)OC(C)(C)C)=O)=N1)C (Di-tert-butyl {2-[(4-methoxy-3,5-dimethylpyridin-2-yl)methyl]-8-oxo-2,7,8,9-tetrahydro-6-thia-1,2,3,5-tetraazabenzo[cd]azulen-4-yl}imidodicarbonate), CO (methanol). Run in C(C)(=O)O (acetic acid), O1CCCC1 (tetrahydrofuran). Reaction conditions: time 14 hour. Yields the product C1(CC1)NC1CC=2C=3C(C(=NSCC13)N(C(=O)OC(C)(C)C)C(=O)OC(C)(C)C)=NN(N2)CC2=NC=C(C(=C2C)OC)C (Di-tert-butyl {8-(cyclopropylamino)-2-[(4-methoxy-3,5-dimethylpyridin-2-yl)methyl]-2,7,8,9-tetrahydro-6-thia-1,2,3,5-tetraazabenzo[cd]azulen-4-yl}imidodicarbonate). Isolated yield 97.0%. RXN SMILES: C([BH3-])#N.[Na+].[CH3:5][O:6][C:7]1[C:12]([CH3:13])=[CH:11][N:10]=[C:9]([CH2:14][N:15]2[N:43]=[C:19]3[CH2:20][C:21](=O)[C:22]4[CH2:23][S:24][N:25]=[C:26]([N:27]([C:35]([O:37][C:38]([CH3:41])([CH3:40])[CH3:39])=[O:36])[C:28]([O:30][C:31]([CH3:34])([CH3:33])[CH3:32])=[O:29])[C:17]([C:18]=43)=[N:16]2)[C:8]=1[CH3:44].CO.[CH:47]1([NH2:50])[CH2:49][CH2:48]1>C(O)(=O)C.O1CCCC1>[CH:47]1([NH:50][CH:21]2[C:22]3[CH2:23][S:24][N:25]=[C:26]([N:27]([C:28]([O:30][C:31]([CH3:34])([CH3:33])[CH3:32])=[O:29])[C:35]([O:37][C:38]([CH3:41])([CH3:39])[CH3:40])=[O:36])[C:17]4=[N:16][N:15]([CH2:14][C:9]5[C:8]([CH3:44])=[C:7]([O:6][CH3:5])[C:12]([CH3:13])=[CH:11][N:10]=5)[N:43]=[C:19]([C:18]=34)[CH2:20]2)[CH2:49][CH2:48]1 |f:0.1|. Reported procedure: Sodium cyanoborohydride (1.89 g) was added to a mixture composed of di-tert-butyl {2-[(4-methoxy-3,5-dimethylpyridin-2-yl)methyl]-8-oxo-2,7,8,9-tetrahydro-6-thia-1,2,3,5-tetraazabenzo[cd]azulen-4-yl}imidodicarbonate of Example 40 (5.71 g), methanol (50 mL), tetrahydrofuran (25 mL), cyclopropylamine (1.04 mL) and acetic acid (1.72 mL) under cooling in an ice bath, and the mixture was stirred at room temperature for 14 hours. The reaction mixture was concentrated under reduced pressure and dissolv... The reactants are C1=CC=C(C=C1)CC2=CC=CC=C2O (2-hydroxydiphenylmethane), C1(=CC=CC=C1)CC1=C(C(C=O)=CC=C1)O (3-(phenylmethyl)salicylaldehyde), hydroxyaldehyde, C(C1=CC=CC=C1)Br (benzyl bromide), C([O-])([O-])=O.[K+].[K+] (potassium carbonate). The solvent is O (water), CN(C=O)C (N,N-dimethylformamide). Yields the product C1(=CC=CC=C1)COC1=C(C=O)C=CC=C1CC1=CC=CC=C1 (2-Phenylmethoxy-3-phenylmethylbenzaldehyde). Isolated yield 71.0%. As a reaction SMILES: [CH:1]1[CH:6]=[CH:5][C:4]([CH2:7]C2C(O)=CC=CC=2)=[CH:3][CH:2]=1.[C:15]1([CH2:21][C:22]2[CH:29]=[CH:28][CH:27]=[C:24]([CH:25]=[O:26])[C:23]=2[OH:30])[CH:20]=[CH:19][CH:18]=[CH:17][CH:16]=1.C(Br)C1C=CC=CC=1.C(=O)([O-])[O-].[K+].[K+]>CN(C)C=O.O>[C:4]1([CH2:7][O:30][C:23]2[C:22]([CH2:21][C:15]3[CH:16]=[CH:17][CH:18]=[CH:19][CH:20]=3)=[CH:29][CH:28]=[CH:27][C:24]=2[CH:25]=[O:26])[CH:5]=[CH:6][CH:1]=[CH:2][CH:3]=1 |f:3.4.5|. Procedure: Using the method of Tramposch, Kung and Blau (J. Med. Chem. (1983) 26, 121), 2-hydroxydiphenylmethane was converted to 3-(phenylmethyl)salicylaldehyde in 56% yield: NMR (CDCl3) 11.35 (s, 1H), 9.35 (s, 1H), 7.45-6.85 (m, 8H), 4.00 (s, 2H); Mass spec (CI) 213. This hydroxyaldehyde (31.3 g, 0.147 mole) was treated with benzyl bromide (25.2 g, 0.147 mole) and potassium carbonate (22.1 g, 0.16 mole) in N,N-dimethylformamide (180 mL) at 100° overnight. After cooling to room temperature, the mixture wa... Procedure details: The title compound was prepared from 3-iodo-8-methyl-6-(4-trifluoromethyl-phenyl)-imidazo[1,2-a]pyridine (example C.20 step 3) (804 mg, 2 mmol) and 5-ethynyl-pyridin-2-ylamine (example D.1) (307 mg, 2.6 mmol) according to general procedure II. Obtained as an off-white solid (160 mg, 20%). MS (ISP) 393.1 [(M+H)+]; mp 239-240° C. Yield: 20.0%. Product: CC=1C=2N(C=C(C1)C1=CC=C(C=C1)C(F)(F)F)C(=CN2)C#CC=2C=CC(=NC2)N (5-[8-Methyl-6-(4-trifluoromethyl-phenyl)-imidazo[1,2-a]pyridin-3-ylethynyl]-pyridin-2-ylamine), solid. Reaction SMILES: I[C:2]1[N:6]2[CH:7]=[C:8]([C:12]3[CH:17]=[CH:16][C:15]([C:18]([F:21])([F:20])[F:19])=[CH:14][CH:13]=3)[CH:9]=[C:10]([CH3:11])[C:5]2=[N:4][CH:3]=1.[C:22]([C:24]1[CH:25]=[CH:26][C:27]([NH2:30])=[N:28][CH:29]=1)#[CH:23]>>[CH3:11][C:10]1[C:5]2[N:6]([C:2]([C:23]#[C:22][C:24]3[CH:25]=[CH:26][C:27]([NH2:30])=[N:28][CH:29]=3)=[CH:3][N:4]=2)[CH:7]=[C:8]([C:12]2[CH:17]=[CH:16][C:15]([C:18]([F:21])([F:20])[F:19])=[CH:14][CH:13]=2)[CH:9]=1. The reactants are IC1=CN=C2N1C=C(C=C2C)C2=CC=C(C=C2)C(F)(F)F (3-iodo-8-methyl-6-(4-trifluoromethyl-phenyl)-imidazo[1,2-a]pyridine), C(#C)C=1C=CC(=NC1)N (5-ethynyl-pyridin-2-ylamine). Starting materials: ClC=1N=NC(=CC1)C(F)(F)F (3-chloro-6-trifluoromethyl-pyridazine), CN1N=CC(=C1)C=1C=NC2=CC=C(C=C2C1)CC(=O)NN ([3-(1-methyl-1H-pyrazol-4-yl)-quinolin-6-yl]-acetic acid hydrazide). Run in C(CCC)O (1-butanol). Conditions: temperature 120 celsius. Yields the product CN1N=CC(=C1)C=1C=NC2=CC=C(C=C2C1)CC1=NN=C2N1N=C(C=C2)C(F)(F)F (3-(1-Methyl-1H-pyrazol-4-yl)-6-(6-trifluoromethyl-[1,2,4]triazolo[4,3-b]pyridazin-3-ylmethyl)-quinoline). Yield: 30.8%. As a reaction SMILES: Cl[C:2]1[N:3]=[N:4][C:5]([C:8]([F:11])([F:10])[F:9])=[CH:6][CH:7]=1.[CH3:12][N:13]1[CH:17]=[C:16]([C:18]2[CH:19]=[N:20][C:21]3[C:26]([CH:27]=2)=[CH:25][C:24]([CH2:28][C:29]([NH:31][NH2:32])=O)=[CH:23][CH:22]=3)[CH:15]=[N:14]1>C(O)CCC>[CH3:12][N:13]1[CH:17]=[C:16]([C:18]2[CH:19]=[N:20][C:21]3[C:26]([CH:27]=2)=[CH:25][C:24]([CH2:28][C:29]2[N:3]4[N:4]=[C:5]([C:8]([F:11])([F:10])[F:9])[CH:6]=[CH:7][C:2]4=[N:32][N:31]=2)=[CH:23][CH:22]=3)[CH:15]=[N:14]1. Reported procedure: A mixture of 1-butanol (2 mL), 3-chloro-6-trifluoromethyl-pyridazine (0.13 mmol, 25 mg), [3-(1-methyl-1H-pyrazol-4-yl)-quinolin-6-yl]-acetic acid hydrazide (0.13 mmol, 40 mg) was heated at 120° C. for 18 hours. The solvent was then removed by blowing nitrogen, the brown residue dissolved in 1 ml of dimethylformamide and one 1 ml of methanol and purified by preparatory HPLC to return the title compound (15.8 mg, 0.04 mmol, 29%). Analytical data is presented in Table 2. The reactants are COC=1C=CC2=C(CNCCS2)C1 (7-Methoxy-2,3,4,5-tetrahydro-1,4-benzothiazepine), BrCC(=O)Cl (bromoacetyl chloride). Run in C(C)N(CC)CC (triethylamine). The product is BrCC(=O)N1CCSC2=C(C1)C=C(C=C2)OC (4-bromoacetyl-7-methoxy-2,3,4,5-tetrahydro-1,4-benzothiazepine). The yield is 51.5%. RXN SMILES: [CH3:1][O:2][C:3]1[CH:4]=[CH:5][C:6]2[S:12][CH2:11][CH2:10][NH:9][CH2:8][C:7]=2[CH:13]=1.[Br:14][CH2:15][C:16](Cl)=[O:17]>C(N(CC)CC)C>[Br:14][CH2:15][C:16]([N:9]1[CH2:8][C:7]2[CH:13]=[C:3]([O:2][CH3:1])[CH:4]=[CH:5][C:6]=2[S:12][CH2:11][CH2:10]1)=[O:17]. Procedure details: 7-Methoxy-2,3,4,5-tetrahydro-1,4-benzothiazepine (3.0 g), triethylamine (3.1 g) and bromoacetyl chloride (3.2 g) were reacted in the same manner as in Experimental Example 1 to give 4-bromoacetyl-7-methoxy-2,3,4,5-tetrahydro-1,4-benzothiazepine (2.5 g). Reactants: COC=1C=C2CCN3C(C2=CC1OC)=CC(NC3=O)=O (9,10-dimethoxy-3,4,6,7-tetrahydro-2H-pyrimido(6,1-a)isoquinolin-2,4-dione), F[B-](F)(F)F.C(C)[O+](CC)CC (triethyloxonium fluoroborate). Run in ClCCl (dichloromethane). Run at time 8 hour. Product: COC=1C=C2CCN3C(C2=CC1OC)=CC(=NC3=O)OCC (9,10-Dimethoxy-2-ethoxy-6,7-dihydro-4H-pyrimido(6,1-a)-isoquinolin-4-one). RXN SMILES: [CH3:1][O:2][C:3]1[CH:4]=[C:5]2[C:10](=[CH:11][C:12]=1[O:13][CH3:14])[C:9]1=[CH:15][C:16](=[O:20])[NH:17][C:18](=[O:19])[N:8]1[CH2:7][CH2:6]2.F[B-](F)(F)F.[CH2:26]([O+](CC)CC)[CH3:27]>ClCCl>[CH3:1][O:2][C:3]1[CH:4]=[C:5]2[C:10](=[CH:11][C:12]=1[O:13][CH3:14])[C:9]1=[CH:15][C:16]([O:20][CH2:26][CH3:27])=[N:17][C:18](=[O:19])[N:8]1[CH2:7][CH2:6]2 |f:1.2|. Procedure: A mixture of 3.0 g of 9,10-dimethoxy-3,4,6,7-tetrahydro-2H-pyrimido(6,1-a)isoquinolin-2,4-dione and 15.0 g of triethyloxonium fluoroborate in 100 ml of dichloromethane is stirred overnight. The reaction mixture is washed with a solution of sodium carbonate. The organic layer is separated and dried over anhydrous sodium sulfate. Evaporation of the solvent gives the title compound, yield 1.8 g. Reactants: [BH4-].[Na+] (sodium borohydride), [BH4-].[Na+] (sodium borohydride), C(C)(C)(C)C1=CC=C(CN)C=C1 (4-tert-butylbenzylamine), C(CCC=C)=O (pent-4-enal). Reagents/catalysts: Cl (HCl). The solvent is CO (methanol). Run at time 15 minute. The product is C(C)(C)(C)C1=CC=C(CNCCCC=C)C=C1 ((4-tert-butyl-benzyl)-pent-4-enyl-amine). The yield is 29.0%. RXN SMILES: [C:1]([C:5]1[CH:12]=[CH:11][C:8]([CH2:9][NH2:10])=[CH:7][CH:6]=1)([CH3:4])([CH3:3])[CH3:2].[CH:13](=O)[CH2:14][CH2:15][CH:16]=[CH2:17].[BH4-].[Na+]>CO.Cl>[C:1]([C:5]1[CH:6]=[CH:7][C:8]([CH2:9][NH:10][CH2:17][CH2:16][CH2:15][CH:14]=[CH2:13])=[CH:11][CH:12]=1)([CH3:4])([CH3:2])[CH3:3] |f:2.3|. Reported procedure: 0.44 ml of 4-tert-butylbenzylamine (2.5 mmol) and 0.414 ml of pent-4-enal (3.75 mmol) were dissolved in 7.5 ml methanol at rt and then refluxed for 1.5 h. After cooling down to rt, 114 mg (3 mmol) of sodium borohydride were added and after stirring for 15 min at rt, the reaction mixture was then refluxed for 2¼ h. After cooling down to rt again 114 mg of sodium borohydride were added and the mixture was again refluxed for additional 1¼ h. After cooling down to rt, the reaction mixture was treate... Reactants: BrC=1C=C(C=NC1)CN ((5-bromopyridin-3-yl)methanamine), ClC=1C(=NC=CC1)C(=O)O (3-chloro-pyridine-2-carboxylic acid). Product: BrC=1C=C(C=NC1)CNC(C1=NC=CC=C1Cl)=O (N-((5-Bromopyridin-3-yl)methyl)-3-chloropicolinamide). RXN SMILES: [Br:1][C:2]1[CH:3]=[C:4]([CH2:8][NH2:9])[CH:5]=[N:6][CH:7]=1.[Cl:10][C:11]1[C:12]([C:17](O)=[O:18])=[N:13][CH:14]=[CH:15][CH:16]=1>>[Br:1][C:2]1[CH:3]=[C:4]([CH2:8][NH:9][C:17](=[O:18])[C:12]2[C:11]([Cl:10])=[CH:16][CH:15]=[CH:14][N:13]=2)[CH:5]=[N:6][CH:7]=1. Procedure details: In analogy to the procedure described for the preparation of example 75, coupling of (5-bromopyridin-3-yl)methanamine with 3-chloro-pyridine-2-carboxylic acid gave the title compound as off-white solid. MS: 326.2 and 328.2 (M+H+). Reactants: COCCC(C1=CC(=CC=C1)[N+](=O)[O-])NC1=NC=NC2=C(C=CC=C12)C(=O)OC (methyl 4-{[3-methoxy-1-(3-nitrophenyl)propyl]amino}quinazoline-8-carboxylate), N (ammonia), COCCC(C1=CC(=CC=C1)[N+](=O)[O-])NC1=NC=NC2=C(C=CC=C12)C(=O)N (4-{[3-methoxy-1-(3-nitrophenyl)propyl]amino}quinazoline-8-carboxamide). Reagents/catalysts: [Pd] (palladium). The solvent is CO (methanol), CO (MeOH). Conditions: time 3 day. The product is NC=1C=C(C=CC1)C(CCOC)NC1=NC=NC2=C(C=CC=C12)C(=O)N (4-[1-(3-Amino-phenyl)-3-methoxy-propylamino]-quinazoline-8-carboxamide). RXN SMILES: COCCC(NC1C2C(=C(C(OC)=O)C=CC=2)N=CN=1)C1C=CC=C([N+]([O-])=O)C=1.N.[CH3:31][O:32][CH2:33][CH2:34][CH:35]([NH:45][C:46]1[C:55]2[C:50](=[C:51]([C:56]([NH2:58])=[O:57])[CH:52]=[CH:53][CH:54]=2)[N:49]=[CH:48][N:47]=1)[C:36]1[CH:41]=[CH:40][CH:39]=[C:38]([N+:42]([O-])=O)[CH:37]=1>CO.[Pd]>[NH2:42][C:38]1[CH:37]=[C:36]([CH:35]([NH:45][C:46]2[C:55]3[C:50](=[C:51]([C:56]([NH2:58])=[O:57])[CH:52]=[CH:53][CH:54]=3)[N:49]=[CH:48][N:47]=2)[CH2:34][CH2:33][O:32][CH3:31])[CH:41]=[CH:40][CH:39]=1. Procedure details: To a solution of methyl 4-{[3-methoxy-1-(3-nitrophenyl)propyl]amino}quinazoline-8-carboxylate (1.74 g; 4.40 mmol) in methanol was added methanolic ammonia (7N) (30.00 ml; 7.00 M; 210.00 mmol) and stirred for 3 days. Insoluble material was removed by filtration and concentrated. The crude 4-{[3-methoxy-1-(3-nitrophenyl)propyl]amino}quinazoline-8-carboxamide (1.5 g) of was used for the next reaction without further purification. To a solution of 4-{[3-methoxy-1-(3-nitrophenyl)propyl]amino}quinazol...